From a dataset of the Open Reaction Database (ORD), a public repository of structured organic reaction records. describe an organic reaction: reactants, conditions, products, and yield Starting materials: BrCC(=O)C1=CC(=C(C=C1)[N+](=O)[O-])OC (2-bromo-1-(3-methoxy-4-nitrophenyl)-1-ethanone), C(C)(C)(C)OC(=O)NC1=CC=NC=C1 (4-[N-(tert-butoxycarbonyl)amino]pyridine). Run in CC(=O)C (acetone), C(C)#N (acetonitrile). Yields the product [Br-].C(C)(C)(C)OC(=O)NC1=CC=[N+](C=C1)CC(=O)C1=CC(=C(C=C1)[N+](=O)[O-])OC (4-[N-(tert-butoxycarbonyl)amino]-1-[2-(3-methoxy-4-nitrophenyl)-2-oxoethyl]pyridinium Bromide). The yield is 92.7%. Reaction SMILES: [Br:1][CH2:2][C:3]([C:5]1[CH:10]=[CH:9][C:8]([N+:11]([O-:13])=[O:12])=[C:7]([O:14][CH3:15])[CH:6]=1)=[O:4].[C:16]([O:20][C:21]([NH:23][C:24]1[CH:29]=[CH:28][N:27]=[CH:26][CH:25]=1)=[O:22])([CH3:19])([CH3:18])[CH3:17]>C(#N)C.CC(C)=O>[Br-:1].[C:16]([O:20][C:21]([NH:23][C:24]1[CH:25]=[CH:26][N+:27]([CH2:2][C:3]([C:5]2[CH:10]=[CH:9][C:8]([N+:11]([O-:13])=[O:12])=[C:7]([O:14][CH3:15])[CH:6]=2)=[O:4])=[CH:28][CH:29]=1)=[O:22])([CH3:19])([CH3:17])[CH3:18] |f:4.5|. Reported procedure: 2.90 g (10.6 mmol) of 2-bromo-1-(3-methoxy-4-nitrophenyl)-1-ethanone [described in Bull. Soc. Chim. Fr., (1962), pp 2255-2261] are added in portions to 2.07 g (10.6 mmol) of 4-[N-(tert-butoxycarbonyl)amino]pyridine [described in Tetrahedron; (2001), vol 57(43), pp 9033-9044] in suspension in 10 mL of acetonitrile and 20 mL of acetone. The reaction medium becomes homogeneous by stirring at room temperature and then precipitation occurs. The medium is stirred for 1 hour at room temperature. The pr...